From a dataset of the Open Reaction Database (ORD), a public repository of structured organic reaction records. describe an organic reaction: reactants, conditions, products, and yield As a reaction SMILES: [Cl:1][C:2]1[CH:3]=[C:4]([CH:8]([C:10]2[CH:15]=[CH:14][CH:13]=[CH:12][CH:11]=2)O)[CH:5]=[CH:6][CH:7]=1.S(Cl)([Cl:18])=O>>[Cl:1][C:2]1[CH:7]=[CH:6][CH:5]=[C:4]([CH:8]([Cl:18])[C:10]2[CH:15]=[CH:14][CH:13]=[CH:12][CH:11]=2)[CH:3]=1. Yields the product ClC1=CC(=CC=C1)C(C1=CC=CC=C1)Cl (1-chloro-3-(chloro(phenyl)methyl)benzene). Isolated yield 37.0%. The reactants are ClC=1C=C(C=CC1)C(O)C1=CC=CC=C1 ((3-chlorophenyl)(phenyl)methanol), S(=O)(Cl)Cl (thionyl chloride). Procedure: A solution of (3-chlorophenyl)(phenyl)methanol (500 mg, 2.3 mmol) in thionyl chloride (3 mL) was stirred at 80° C. for 16 h. After cooling to room temperature, the reaction mixture was concentrated and purified by silica gel column (eluting with petroleum ether/ethyl acetate=100/1) to give the desired product (200 mg, 37%) as yellow oil. Reactants: CC(=O)O[BH-](OC(C)=O)OC(C)=O, O=C([O-])O, CCO, CCOC(C)=O, OC1C2Cc3cccnc3C(C2)C1O, CC(Cl)Cl, [O-][I+3]([O-])([O-])[O-], NCc1ccccc1, [Na+], [Na+], [Na+], O. The product is c1ccc(CN2CC3Cc4cccnc4C(C3)C2)cc1. Reaction SMILES: [C:29]([O:30][BH-:31]([O:32][C:33](=[O:34])[CH3:35])[O:36][C:37](=[O:38])[CH3:39])(=[O:40])[CH3:41].[C:43](=[O:44])([O-:45])[OH:46].[CH3:48][CH2:49][OH:50].[CH3:56][CH2:57][O:58][C:59](=[O:60])[CH3:61].[CH:1]12[c:2]3[n:3][cH:4][cH:5][cH:6][c:7]3[CH2:8][CH:9]([CH:10]([OH:12])[CH:11]1[OH:13])[CH2:14]2.[Cl:52][CH:53]([Cl:54])[CH3:55].[I+3:15]([O-:16])([O-:17])([O-:18])[O-:19].[NH2:21][CH2:22][c:23]1[cH:24][cH:25][cH:26][cH:27][cH:28]1.[Na+:20].[Na+:42].[Na+:47].[OH2:51]>>[CH:1]12[c:2]3[n:3][cH:4][cH:5][cH:6][c:7]3[CH2:8][CH:9]([CH2:10][N:21]([CH2:22][c:23]3[cH:24][cH:25][cH:26][cH:27][cH:28]3)[CH2:11]1)[CH2:14]2. Starting materials: BrC1=CC=C(N)C=C1 (4-bromoaniline), ClC1=C(C=CC=C1)B(O)O (2-chlorophenylboronic acid). Yields the product ClC1=C(C=CC=C1)C1=CC=C(C=C1)N (2′-chlorobiphenyl-4-amine). The yield is 49.7%. Reaction SMILES: Br[C:2]1[CH:8]=[CH:7][C:5]([NH2:6])=[CH:4][CH:3]=1.[Cl:9][C:10]1[CH:15]=[CH:14][CH:13]=[CH:12][C:11]=1B(O)O>>[Cl:9][C:10]1[CH:15]=[CH:14][CH:13]=[CH:12][C:11]=1[C:2]1[CH:8]=[CH:7][C:5]([NH2:6])=[CH:4][CH:3]=1. Procedure: The title compound (176 mg) was prepared from 4-bromoaniline (300 mg, 1.74 mmol) and 2-chlorophenylboronic acid (354 mg, 2.26 mmol) as a yellow solid. Product: C1(CCCCC1)NC(=O)C[C@H](C(=O)OCC1=CC=CC=C1)CC(C)C (benzyl (2R)-2-(cyclohexylcarbamoylmethyl)-4-methylvalerate). Run in C(Cl)Cl (methylene chloride). Reported procedure: To a solution of benzyl (2R)-2-carboxymethyl-4-methylvalerate (527 mg) and cyclohexylamine (238 mg) in methylene chloride (10 ml) was added WSCD·HCl (460 mg) at room temperature. After being stirred overnight, the mixture was concentrated in vacuo and the residue was dissolved in ethyl acetate (30 ml). The solution was washed with 5% HCl, water, saturated sodium bicarbonate and water, dried over magnesium sulfate and evaporated in vacuo. The residue was triturated with n-hexane to give benzyl (2... Conditions: time 8 hour. Starting materials: C(=O)(O)C[C@H](C(=O)OCC1=CC=CC=C1)CC(C)C (benzyl (2R)-2-carboxymethyl-4-methylvalerate), C1(CCCCC1)N (cyclohexylamine), WSCD·HCl. The yield is 59.5%. RXN SMILES: [C:1]([CH2:4][C@@H:5]([CH2:16][CH:17]([CH3:19])[CH3:18])[C:6]([O:8][CH2:9][C:10]1[CH:15]=[CH:14][CH:13]=[CH:12][CH:11]=1)=[O:7])([OH:3])=O.[CH:20]1([NH2:26])[CH2:25][CH2:24][CH2:23][CH2:22][CH2:21]1>C(Cl)Cl>[CH:20]1([NH:26][C:1]([CH2:4][C@@H:5]([CH2:16][CH:17]([CH3:19])[CH3:18])[C:6]([O:8][CH2:9][C:10]2[CH:15]=[CH:14][CH:13]=[CH:12][CH:11]=2)=[O:7])=[O:3])[CH2:25][CH2:24][CH2:23][CH2:22][CH2:21]1. Reactants: CC(C)C[Al+]CC(C)C, CCCCCC, COC(=O)c1c(Cl)ccc2nn(C)cc12, [H-], C1CCOC1, O. The product is Cn1cc2c(CO)c(Cl)ccc2n1. Reaction SMILES: [CH2:17]([Al+:18][CH2:19][CH:20]([CH3:21])[CH3:22])[CH:23]([CH3:24])[CH3:25].[CH3:32][CH2:33][CH2:34][CH2:35][CH2:36][CH3:37].[Cl:1][c:2]1[c:3]([C:12](=[O:13])[O:14][CH3:15])[c:4]2[cH:5][n:6]([CH3:11])[n:7][c:8]2[cH:9][cH:10]1.[H-:16].[O:27]1[CH2:28][CH2:29][CH2:30][CH2:31]1.[OH2:26]>>[Cl:1][c:2]1[c:3]([CH2:12][OH:13])[c:4]2[cH:5][n:6]([CH3:11])[n:7][c:8]2[cH:9][cH:10]1.